This data is from the Open Reaction Database (ORD), a public repository of structured organic reaction records. The task is: describe an organic reaction: reactants, conditions, products, and yield Yields the product CN(c1ccc([N+](=O)[O-])cc1F)c1ccnc2[nH]ccc12. Reaction SMILES: [C:39](=[O:40])([OH:41])[O-:42].[Cl:44][CH2:45][Cl:46].[F:1][c:2]1[c:3]([N:11]([c:12]2[c:13]3[c:14]([n:15][cH:16][cH:17]2)[n:18]([CH2:21][O:22][CH2:23][CH2:24][Si:25]([CH3:26])([CH3:27])[CH3:28])[cH:19][cH:20]3)[CH3:29])[cH:4][cH:5][c:6]([N+:8](=[O:9])[O-:10])[cH:7]1.[Li+:37].[Na+:43].[OH-:38].[OH:30][C:31]([C:32]([F:33])([F:34])[F:35])=[O:36]>>[F:1][c:2]1[c:3]([N:11]([c:12]2[c:13]3[c:14]([n:15][cH:16][cH:17]2)[nH:18][cH:19][cH:20]3)[CH3:29])[cH:4][cH:5][c:6]([N+:8](=[O:9])[O-:10])[cH:7]1. Starting materials: O=C([O-])O, ClCCl, CN(c1ccc([N+](=O)[O-])cc1F)c1ccnc2c1ccn2COCC[Si](C)(C)C, [Li+], [Na+], [OH-], O=C(O)C(F)(F)F. The reactants are CC(C)(O)c1ccc2c(c1)C(=CCCBr)c1cccnc1CO2, O=C([O-])[O-], CC#N, CC(C)N(Cc1ccc(Cl)cc1)C1CCNC1, [K+], [K+], O. Yields the product CC(C)N(Cc1ccc(Cl)cc1)C1CCN(CCC=C2c3cc(C(C)(C)O)ccc3OCc3ncccc32)C1. Reaction SMILES: [Br:24][CH2:25][CH2:26][CH:27]=[C:28]1[c:29]2[c:30]([cH:39][cH:40][c:41]([C:43]([CH3:44])([CH3:45])[OH:46])[cH:42]2)[O:31][CH2:32][c:33]2[c:34]1[cH:35][cH:36][cH:37][n:38]2.[C:18](=[O:19])([O-:20])[O-:21].[C:48](#[N:49])[CH3:50].[Cl:1][c:2]1[cH:3][cH:4][c:5]([CH2:6][N:7]([CH:8]2[CH2:9][NH:10][CH2:11][CH2:12]2)[CH:13]([CH3:14])[CH3:15])[cH:16][cH:17]1.[K+:22].[K+:23].[OH2:47]>>[Cl:1][c:2]1[cH:3][cH:4][c:5]([CH2:6][N:7]([CH:8]2[CH2:9][N:10]([CH2:25][CH2:26][CH:27]=[C:28]3[c:29]4[c:30]([cH:39][cH:40][c:41]([C:43]([CH3:44])([CH3:45])[OH:46])[cH:42]4)[O:31][CH2:32][c:33]4[c:34]3[cH:35][cH:36][cH:37][n:38]4)[CH2:11][CH2:12]2)[CH:13]([CH3:14])[CH3:15])[cH:16][cH:17]1. Reactants: C(C)C=1C=CC2=C(N(C3=C(CC2)C=CC=C3)CC3CN(CCO3)CC3=CC=CC=C3)C1 (3-Ethyl-5-(4-benzyl-2-morpholinylmethyl)-10,11-dihydro-5H-dibenz[b,f]azepine). Reagents/catalysts: [Pd] (palladium-on-charcoal). Solvent: C(C)O (ethanol), Cl (hydrochloric acid). Yields the product C(C)C=1C=CC2=C(N(C3=C(CC2)C=CC=C3)CC3CNCCO3)C1 (3-ethyl-5-(2-morpholinylmethyl)-10,11-dihydro-5H-dibenz[b,f]azepine). As a reaction SMILES: [CH2:1]([C:3]1[CH:4]=[CH:5][C:6]2[CH2:12][CH2:11][C:10]3[CH:13]=[CH:14][CH:15]=[CH:16][C:9]=3[N:8]([CH2:17][CH:18]3[O:23][CH2:22][CH2:21][N:20](CC4C=CC=CC=4)[CH2:19]3)[C:7]=2[CH:31]=1)[CH3:2]>C(O)C.Cl.[Pd]>[CH2:1]([C:3]1[CH:4]=[CH:5][C:6]2[CH2:12][CH2:11][C:10]3[CH:13]=[CH:14][CH:15]=[CH:16][C:9]=3[N:8]([CH2:17][CH:18]3[O:23][CH2:22][CH2:21][NH:20][CH2:19]3)[C:7]=2[CH:31]=1)[CH3:2]. Procedure: 3-Ethyl-5-(4-benzyl-2-morpholinylmethyl)-10,11-dihydro-5H-dibenz[b,f]azepine (0.6 g) in ethanol and conc. hydrochloric acid (1 ml) was hydrogenated over 10% palladium-on-charcoal (0.4 g) . The reaction mixture was filtered, and the filtrate was concentrated to dryness. The residue was dissolved in benzene, washed with 10% aqueous sodium hydroxide and water, dried over anhydrous sodium sulfate and evaporated to afford 3-ethyl-5-(2-morpholinylmethyl)-10,11-dihydro-5H-dibenz[b,f]azepine. M.P. 146°-... Starting materials: NC=1C=C(C=CC1OC)\C=C/C1=CC(=C(C(=C1)OC)OC)OC ((Z)-1-(3-Amino-4-methoxyphenyl)-2-(3,4,5-trimethoxyphenyl)-ethene), N([C@@H](CC(C)C)C(=O)O)C(=O)OCC1C2=CC=CC=C2C2=CC=CC=C12 (Fmoc-L-Leu), C1CCC(CC1)N=C=NC2CCCCC2 (DCC). Run in CN(C=O)C (N,N-dimethylformamide), C(C)(=O)OCC (ethyl acetate). Yields the product NC=1C=C(C=CC1OC)\C=C/C1=CC(=C(C(=C1)OC)OC)OC.C(=O)(OCC1C2=CC=CC=C2C2=CC=CC=C12)N[C@@H](CC(C)C)C(=O)N ((Z)-1-(3-Amino-4-methoxyphenyl)-2-(3,4,5-trimethoxyphenyl)-ethene Fmoc-L-leucineamide). The yield is 74.9%. As a reaction SMILES: [NH2:1][C:2]1[CH:3]=[C:4](/[CH:10]=[CH:11]\[C:12]2[CH:17]=[C:16]([O:18][CH3:19])[C:15]([O:20][CH3:21])=[C:14]([O:22][CH3:23])[CH:13]=2)[CH:5]=[CH:6][C:7]=1[O:8][CH3:9].[NH:24]([C:33]([O:35][CH2:36][CH:37]1[C:49]2[C:44](=[CH:45][CH:46]=[CH:47][CH:48]=2)[C:43]2[C:38]1=[CH:39][CH:40]=[CH:41][CH:42]=2)=[O:34])[C@H:25]([C:30]([OH:32])=O)[CH2:26][CH:27]([CH3:29])[CH3:28].C1CCC([N:56]=C=NC2CCCCC2)CC1>CN(C)C=O.C(OCC)(=O)C>[NH2:1][C:2]1[CH:3]=[C:4](/[CH:10]=[CH:11]\[C:12]2[CH:13]=[C:14]([O:22][CH3:23])[C:15]([O:20][CH3:21])=[C:16]([O:18][CH3:19])[CH:17]=2)[CH:5]=[CH:6][C:7]=1[O:8][CH3:9].[C:33]([NH:24][C@H:25]([C:30]([NH2:56])=[O:32])[CH2:26][CH:27]([CH3:29])[CH3:28])([O:35][CH2:36][CH:37]1[C:38]2[C:43](=[CH:42][CH:41]=[CH:40][CH:39]=2)[C:44]2[C:49]1=[CH:48][CH:47]=[CH:46][CH:45]=2)=[O:34] |f:5.6|. Procedure details: (Z)-1-(3-Amino-4-methoxyphenyl)-2-(3,4,5-trimethoxyphenyl)-ethene (1.92 g, 6.1 mmols), 2.58 g (7.3 mmols) of Fmoc-L-Leu, 1.5 g (7.3 mmols) of DCC and 1.1 g (7.3 mmols) of HOBtH2O were dissolved in 40 ml of N,N-dimethylformamide, and the mixture was reacted at room temperature for 12 hours. The reaction mixture was diluted with ethyl acetate, then filtered and concentrated. The product was purified through silica-gel column chromatography (mixture of ethyl acetate and hexane at a ratio by volume ...